From a dataset of the Open Reaction Database (ORD), a public repository of structured organic reaction records. describe an organic reaction: reactants, conditions, products, and yield Reactants: COC1=CC=C(C=C1)C1=CC=C2CC(NC2=C1)=O (6-(4-methoxyphenyl)-2-oxindole), C(=O)C=1NC=2CCCCC2C1CCC(=O)O (3-(2-formyl-4,5,6,7-tetrahydro-1H-indol-3-yl)-propionic acid). Reagents/catalysts: N1CCCCC1 (piperidine). The solvent is C(C)O (ethanol). Run at temperature 90 celsius, time 4 hour. Product: COC1=CC=C(C=C1)C1=CC=C2C(C(NC2=C1)=O)=CC=1NC=2CCCCC2C1CCC(=O)O (3-{2-[6-(4-Methoxyphenyl)-2-oxo-1,2-dihydroindol-3-ylidenemethyl]-4,5,6,7-tetrahydro-1H-indol-3-yl}-propionic acid). Yield: 30.0%. Reaction SMILES: [CH3:1][O:2][C:3]1[CH:8]=[CH:7][C:6]([C:9]2[CH:17]=[C:16]3[C:12]([CH2:13][C:14](=[O:18])[NH:15]3)=[CH:11][CH:10]=2)=[CH:5][CH:4]=1.[CH:19]([C:21]1[NH:22][C:23]2[CH2:24][CH2:25][CH2:26][CH2:27][C:28]=2[C:29]=1[CH2:30][CH2:31][C:32]([OH:34])=[O:33])=O>N1CCCCC1.C(O)C>[CH3:1][O:2][C:3]1[CH:4]=[CH:5][C:6]([C:9]2[CH:17]=[C:16]3[C:12]([C:13](=[CH:19][C:21]4[NH:22][C:23]5[CH2:24][CH2:25][CH2:26][CH2:27][C:28]=5[C:29]=4[CH2:30][CH2:31][C:32]([OH:34])=[O:33])[C:14](=[O:18])[NH:15]3)=[CH:11][CH:10]=2)=[CH:7][CH:8]=1. Procedure details: A mixture of 103 mg 6-(4-methoxyphenyl)-2-oxindole, 95 mg 3-(2-formyl-4,5,6,7-tetrahydro-1H-indol-3-yl)-propionic acid and piperidine (3 drops) in ethanol (2 mL) was heated to 90° C. in a sealed tube and held there for 4 hrs. The reaction mixture was concentrated and acidified with 6 N hydrochloric acid. Ethyl acetate was added upon which a solid precipitated from the aqueous layer. The precipitate was collected by filtration, and washed with water and hexane to give 57 mg of 3-{2-[6-(4-Methoxyp...